From a dataset of the Open Reaction Database (ORD), a public repository of structured organic reaction records. describe an organic reaction: reactants, conditions, products, and yield Starting materials: Cl.COC1=CC=C(C=2CC(OC21)(C)C)C=2C(C(N(N2)C2CCNCC2)=O)(C)C (5-(7-methoxy-2,2-dimethyl-2,3-dihydro-1-benzofuran-4-yl)-4,4-dimethyl-2-(piperidin-4-yl)-2,4-dihydro-3H-pyrazol-3-one hydrochloride), Cl.COC1=CC=C(C=2CC(OC21)(C)C)C=2C(C(N(N2)C2CCNCC2)=O)(C)C (5-(7-methoxy-2,2-dimethyl-2,3-dihydro-1-benzofuran-4-yl)-4,4-dimethyl-2-(piperidin-4-yl)-2,4-dihydro-3H-pyrazol-3-one hydrochloride), CN1C=CC=2C(=CC=CC12)S(=O)(=O)Cl (1-methyl-1H-indole-4-sulfonyl chloride). The product is COC1=CC=C(C=2CC(OC21)(C)C)C=2C(C(N(N2)C2CCN(CC2)S(=O)(=O)C2=C1C=CN(C1=CC=C2)C)=O)(C)C (5-(7-Methoxy-2,2-dimethyl-2,3-dihydro-1-benzofuran-4-yl)-4,4-dimethyl-2-{1-[(1-methyl-1H-indol-4-yl)sulfonyl]piperidin-4-yl}-2,4-dihydro-3H-pyrazol-3-one). Reaction SMILES: Cl.[CH3:2][O:3][C:4]1[C:12]2[O:11][C:10]([CH3:14])([CH3:13])[CH2:9][C:8]=2[C:7]([C:15]2[C:16]([CH3:28])([CH3:27])[C:17](=[O:26])[N:18]([CH:20]3[CH2:25][CH2:24][NH:23][CH2:22][CH2:21]3)[N:19]=2)=[CH:6][CH:5]=1.[CH3:29][N:30]1[C:38]2[CH:37]=[CH:36][CH:35]=[C:34]([S:39](Cl)(=[O:41])=[O:40])[C:33]=2[CH:32]=[CH:31]1>>[CH3:2][O:3][C:4]1[C:12]2[O:11][C:10]([CH3:14])([CH3:13])[CH2:9][C:8]=2[C:7]([C:15]2[C:16]([CH3:28])([CH3:27])[C:17](=[O:26])[N:18]([CH:20]3[CH2:25][CH2:24][N:23]([S:39]([C:34]4[CH:35]=[CH:36][CH:37]=[C:38]5[C:33]=4[CH:32]=[CH:31][N:30]5[CH3:29])(=[O:40])=[O:41])[CH2:22][CH2:21]3)[N:19]=2)=[CH:6][CH:5]=1 |f:0.1|. Procedure: The title compound is prepared analogously as described for GP1 using 5-(7-methoxy-2,2-dimethyl-2,3-dihydro-1-benzofuran-4-yl)-4,4-dimethyl-2-(piperidin-4-yl)-2,4-dihydro-3H-pyrazol-3-one hydrochloride (compound B5*HCl) and 1-methyl-1H-indole-4-sulfonyl chloride as starting compounds. The crude product is purified by crystallization from methanol to yield the title compound.